From a dataset of the Open Reaction Database (ORD), a public repository of structured organic reaction records. describe an organic reaction: reactants, conditions, products, and yield Starting materials: C1(=CC=CC=C1)OC(NC=1SC2=C(N1)C(=CC=C2C2OCCOC2)OC)=O ((+)-(7-[1,4]dioxan-2yl-4-methoxy-benzothiazol-2-yl)-carbamic acid phenyl ester), CC1(CCNCC1)O (4-methyl-piperidin-4-ol), N1=CC=CC=C1 (pyridine). Solvent: C(Cl)(Cl)Cl (chloroform), C(Cl)(Cl)Cl (CHCl3). Yields the product O1C(COCC1)C1=CC=C(C=2N=C(SC21)NC(=O)N2CCC(CC2)(C)O)OC ((+)-4-Hydroxy-4-methyl-piperidine-1-carboxylic acid (7-[1,4]dioxan-2-yl-4-methoxy-benzothiazol-2-yl)-amide). As a reaction SMILES: C1(O[C:8](=[O:27])[NH:9][C:10]2[S:11][C:12]3[C:18]([CH:19]4[CH2:24][O:23][CH2:22][CH2:21][O:20]4)=[CH:17][CH:16]=[C:15]([O:25][CH3:26])[C:13]=3[N:14]=2)C=CC=CC=1.[CH3:28][C:29]1([OH:35])[CH2:34][CH2:33][NH:32][CH2:31][CH2:30]1.N1C=CC=CC=1>C(Cl)(Cl)Cl>[O:20]1[CH2:21][CH2:22][O:23][CH2:24][CH:19]1[C:18]1[C:12]2[S:11][C:10]([NH:9][C:8]([N:32]3[CH2:33][CH2:34][C:29]([OH:35])([CH3:28])[CH2:30][CH2:31]3)=[O:27])=[N:14][C:13]=2[C:15]([O:25][CH3:26])=[CH:16][CH:17]=1. Reported procedure: From (+)-(7-[1,4]dioxan-2yl-4-methoxy-benzothiazol-2-yl)-carbamic acid phenyl ester with 4-methyl-piperidin-4-ol and pyridine in chloroform. [α]D20=+25.2° (c=1.07, CHCl3), ES-MS m/e (%): 408 (M+H+, 100).